Dataset: the Open Reaction Database (ORD), a public repository of structured organic reaction records. Task: describe an organic reaction: reactants, conditions, products, and yield Reactants: CCCCc1nc2ncc(Br)c(C)c2[nH]1, [Li]C(C)(C)C, C1CCOC1, CO, CCCCC. RXN SMILES: [Br:1][c:2]1[c:3]([CH3:15])[c:4]2[c:5]([n:6][cH:7]1)[n:8][c:9]([CH2:11][CH2:12][CH2:13][CH3:14])[nH:10]2.[C:16]([Li:17])([CH3:18])([CH3:19])[CH3:20].[CH2:23]1[O:24][CH2:25][CH2:26][CH2:27]1.[CH3:21][OH:22].[CH3:28][CH2:29][CH2:30][CH2:31][CH3:32]>>[cH:2]1[c:3]([CH3:15])[c:4]2[c:5]([n:6][cH:7]1)[n:8][c:9]([CH2:11][CH2:12][CH2:13][CH3:14])[nH:10]2. The product is CCCCc1nc2nccc(C)c2[nH]1. The reactants are ClCc1ccc(Cl)cc1, NCCN, [Na+], [OH-], O. Product: NCCNCc1ccc(Cl)cc1. As a reaction SMILES: [Cl:1][c:2]1[cH:3][cH:4][c:5]([CH2:6][Cl:7])[cH:8][cH:9]1.[NH2:10][CH2:11][CH2:12][NH2:13].[Na+:15].[OH-:14].[OH2:16]>>[Cl:1][c:2]1[cH:3][cH:4][c:5]([CH2:6][NH:10][CH2:11][CH2:12][NH2:13])[cH:8][cH:9]1.